Dataset: the Open Reaction Database (ORD), a public repository of structured organic reaction records. Task: describe an organic reaction: reactants, conditions, products, and yield Starting materials: C[Si](C)(C)CCOCn1nc(I)c2cc(Br)cnc21, O=C([O-])O, COc1ccccc1B(O)O, CC#N, ClCCl, [Na+], [Na+], [Na+], O=C([O-])[O-]. Product: COc1ccccc1-c1nn(COCC[Si](C)(C)C)c2ncc(Br)cc12. RXN SMILES: [Br:1][c:2]1[cH:3][c:4]2[c:5]([n:6][cH:7]1)[n:8]([CH2:12][O:13][CH2:14][CH2:15][Si:16]([CH3:17])([CH3:18])[CH3:19])[n:9][c:10]2[I:11].[C:37](=[O:38])([OH:39])[O-:40].[CH3:20][O:21][c:22]1[c:23]([B:28]([OH:29])[OH:30])[cH:24][cH:25][cH:26][cH:27]1.[CH3:42][C:43]#[N:44].[Cl:45][CH2:46][Cl:47].[Na+:31].[Na+:32].[Na+:41].[O-:33][C:34](=[O:35])[O-:36]>>[Br:1][c:2]1[cH:3][c:4]2[c:5]([n:6][cH:7]1)[n:8]([CH2:12][O:13][CH2:14][CH2:15][Si:16]([CH3:17])([CH3:18])[CH3:19])[n:9][c:10]2-[c:23]1[c:22]([O:21][CH3:20])[cH:27][cH:26][cH:25][cH:24]1. The reactants are O1CCN(CC1)S(=O)(=O)C=1C=C(C(=O)NN)C=CC1 (3-(Morpholinosulfonyl)benzohydrazide), N1=CC(=CC=C1)C(C)=O (1-(pyridin-3-yl)ethanone). Solvent: CO (methanol), C(C)(=O)O (acetic acid). Conditions: temperature 120 celsius. Yields the product O1CCN(CC1)S(=O)(=O)C=1C=C(C(=O)N/N=C(\C)/C=2C=NC=CC2)C=CC1 ((E)-3-(morpholinosulfonyl)-N′-(1-(pyridin-3-yl)ethylidene)benzohydrazide). The yield is 27.6%. As a reaction SMILES: [O:1]1[CH2:6][CH2:5][N:4]([S:7]([C:10]2[CH:11]=[C:12]([CH:17]=[CH:18][CH:19]=2)[C:13]([NH:15][NH2:16])=[O:14])(=[O:9])=[O:8])[CH2:3][CH2:2]1.[N:20]1[CH:25]=[CH:24][CH:23]=[C:22]([C:26](=O)[CH3:27])[CH:21]=1>CO.C(O)(=O)C>[O:1]1[CH2:6][CH2:5][N:4]([S:7]([C:10]2[CH:11]=[C:12]([CH:17]=[CH:18][CH:19]=2)[C:13]([NH:15]/[N:16]=[C:26](/[C:22]2[CH:21]=[N:20][CH:25]=[CH:24][CH:23]=2)\[CH3:27])=[O:14])(=[O:9])=[O:8])[CH2:3][CH2:2]1. Reported procedure: 3-(Morpholinosulfonyl)benzohydrazide (40 mg, 0.140 mmol) and 1-(pyridin-3-yl)ethanone (16.98 mg, 0.140 mmol) were dissolved in methanol (4 mL) in the presence of acetic acid as a catalyst, and the reaction mixture was heated via microwave irradiation to 120° C. for 30 min. The reaction was monitored by TLC. Upon completion of the reaction and following cooling, the solvent was removed by vacuum, and the resulting crude material was purified by flash column chromatography (2% CH3OH/CH2Cl2) afford... The reactants are [OH-].[K+] (Potassium hydroxide), ClC1=NSC(=C1Cl)C(=O)O (3,4-dichloroisothiazole-5-carboxylic acid). Run in O (water), C(C)O (ethanol). Yields the product ClC1=NSC(=C1Cl)C(=O)[O-].[K+] (potassium 3,4-dichloroisothiazole-5-carboxylate). RXN SMILES: [OH-].[K+:2].[Cl:3][C:4]1[C:8]([Cl:9])=[C:7]([C:10]([OH:12])=[O:11])[S:6][N:5]=1>O.C(O)C>[Cl:3][C:4]1[C:8]([Cl:9])=[C:7]([C:10]([O-:12])=[O:11])[S:6][N:5]=1.[K+:2] |f:0.1,5.6|. Procedure details: Potassium hydroxide (0.27 g) dissolved in 3 ml of water was added to a solution of 3,4-dichloroisothiazole-5-carboxylic acid (0.95 g) in 4 ml of ethanol. The solvent was distilled off under reduced pressure. The crystals thus obtained were washed with a small quantity of ethanol. The reactants are O[C@@H]1C[C@H](N(C1)C(=O)OCC1=CC=C(C=C1)[N+](=O)[O-])C(=O)O ((2S,4R)-4-hydroxy-1-(4-nitrobenzyloxycarbonyl)proline), Cl.CN(C(=O)OCC1=CC=C(C=C1)[N+](=O)[O-])C[C@@H]1CNCC1 ((3S)-3-[N-methyl-N-(4-nitrobenzyloxycarbonyl)aminomethyl]pyrrolidine hydrochloride), C(C)(C)N(CC)C(C)C (diisopropylethylamine), Cl.C(C)N=C=NCCCN(C)C (1-ethyl-3-(3-dimethylaminopropyl)carbodiimide hydrochloride), ON1N=NC2=C1C=CC=C2 (1-hydroxybenzotriazole). Solvent: CN(C=O)C (dimethylformamide). Run at time 10 hour. Yields the product O[C@@H]1C[C@H](N(C1)C(=O)OCC1=CC=C(C=C1)[N+](=O)[O-])C(=O)N1C[C@H](CC1)CN(C(=O)OCC1=CC=C(C=C1)[N+](=O)[O-])C ((2S,4R)-4-hydroxy-2-[(3S)-3-[N-methyl-N-(4-nitrobenzyloxycarbonyl)aminomethyl]pyrrolidin-1-ylcarbonyl]-1-(4-nitrobenzyloxycarbonyl)pyrrolidine). Isolated yield 99.1%. RXN SMILES: [OH:1][C@H:2]1[CH2:6][N:5]([C:7]([O:9][CH2:10][C:11]2[CH:16]=[CH:15][C:14]([N+:17]([O-:19])=[O:18])=[CH:13][CH:12]=2)=[O:8])[C@H:4]([C:20]([OH:22])=O)[CH2:3]1.Cl.[CH3:24][N:25]([CH2:39][C@H:40]1[CH2:44][CH2:43][NH:42][CH2:41]1)[C:26]([O:28][CH2:29][C:30]1[CH:35]=[CH:34][C:33]([N+:36]([O-:38])=[O:37])=[CH:32][CH:31]=1)=[O:27].C(N(C(C)C)CC)(C)C.Cl.C(N=C=NCCCN(C)C)C.ON1C2C=CC=CC=2N=N1>CN(C)C=O>[OH:1][C@H:2]1[CH2:6][N:5]([C:7]([O:9][CH2:10][C:11]2[CH:12]=[CH:13][C:14]([N+:17]([O-:19])=[O:18])=[CH:15][CH:16]=2)=[O:8])[C@H:4]([C:20]([N:42]2[CH2:43][CH2:44][C@H:40]([CH2:39][N:25]([CH3:24])[C:26]([O:28][CH2:29][C:30]3[CH:35]=[CH:34][C:33]([N+:36]([O-:38])=[O:37])=[CH:32][CH:31]=3)=[O:27])[CH2:41]2)=[O:22])[CH2:3]1 |f:1.2,4.5|. Procedure: To a solution of (2S,4R)-4-hydroxy-1-(4-nitrobenzyloxycarbonyl)proline (4.65 g) in anhydrous dimethylformamide (60 ml), (3S)-3-[N-methyl-N-(4-nitrobenzyloxycarbonyl)aminomethyl]pyrrolidine hydrochloride (4.95 g), diisopropylethylamine (5.23 ml), 1-ethyl-3-(3-dimethylaminopropyl)carbodiimide hydrochloride (4.03 g) and 1-hydroxybenzotriazole (2.23 g) were added. The resulting mixture was stirred at room temperature for 10 hours. The reaction mixture was concentrated by evaporation under reduced pr... The reactants are NC1=CC(CC(C1)C1=C(C=CC(=C1)C)Cl)=O (1-amino-5-(2-chloro-5-methylphenyl)cyclohexen-3-one), [OH-].[K+] (potassium hydroxide), [OH-].[K+] (potassium hydroxide), [OH-].[K+] (potassium hydroxide), [OH-].[K+] (potassium hydroxide). The solvent is C(C)O (ethanol), C1(=CC=CC=C1)C (toluene). Product: ClC1=C(C=C(C=C1)C)C1CC(C=2C(=CC=NC2C1)C)=O (7-(2-chloro-5-methylphenyl)-4-methyl-5,6,7,8-tetrahydroquinolin-5-one). Yield: 130.8%. RXN SMILES: [NH2:1][C:2]1[CH2:7][CH:6]([C:8]2[CH:13]=[C:12]([CH3:14])[CH:11]=[CH:10][C:9]=2[Cl:15])[CH2:5][C:4](=[O:16])[CH:3]=1.[OH-].[K+]>C(O)C.C1(C)C=CC=CC=1>[Cl:15][C:9]1[CH:10]=[CH:11][C:12]([CH3:14])=[CH:13][C:8]=1[CH:6]1[CH2:7][C:2]2[N:1]=[CH:7][CH:2]=[C:3]([CH3:4])[C:3]=2[C:4](=[O:16])[CH2:5]1 |f:1.2|. Procedure: In ethanol (70 ml) and toluene (120 ml) was dissolved 1-amino-5-(2-chloro-5-methylphenyl)cyclohexen-3-one (2.9 g), and to the solution were added 3-oxobutylaldehydedimethylacetal (4.1 g) and powdery potassium hydroxide (0.5 g). The mixture was refluxed, and to the mixture was added powdery potassium hydroxide (0.14 g), 30 minutes later; were added powdery potassium hydroxide (0.14 g) and 3-oxobutylaldehydedimethylacetal (0.33 g), 1 hour later; and was added powdery potassium hydroxide (0.14 g), ...